Dataset: the Open Reaction Database (ORD), a public repository of structured organic reaction records. Task: describe an organic reaction: reactants, conditions, products, and yield Starting materials: NC[C@@H]1[C@H]2C[C@H]2CN1C(=O)C=1N=C(SC1C=1C=C(C=CC1)C)C (((1S,2S,5R)-2-Aminomethyl-3-aza-bicyclo[3.1.0]hex-3-yl)-(2-methyl-5-m-tolyl-thiazol-4-yl)-methanone), C(C)C1=CC=C(C(=O)O)C=C1 (4-Ethyl-benzoic acid). As a reaction SMILES: [NH2:1][CH2:2][C@H:3]1[N:8]([C:9]([C:11]2[N:12]=[C:13]([CH3:23])[S:14][C:15]=2[C:16]2[CH:17]=[C:18]([CH3:22])[CH:19]=[CH:20][CH:21]=2)=[O:10])[CH2:7][C@H:6]2[C@@H:4]1[CH2:5]2.[CH2:24]([C:26]1[CH:34]=[CH:33][C:29]([C:30](O)=[O:31])=[CH:28][CH:27]=1)[CH3:25]>>[CH2:24]([C:26]1[CH:34]=[CH:33][C:29]([C:30]([NH:1][CH2:2][C@H:3]2[N:8]([C:9]([C:11]3[N:12]=[C:13]([CH3:23])[S:14][C:15]=3[C:16]3[CH:17]=[C:18]([CH3:22])[CH:19]=[CH:20][CH:21]=3)=[O:10])[CH2:7][C@H:6]3[C@@H:4]2[CH2:5]3)=[O:31])=[CH:28][CH:27]=1)[CH3:25]. Product: C(C)C1=CC=C(C(=O)NC[C@@H]2[C@H]3C[C@H]3CN2C(=O)C=2N=C(SC2C=2C=C(C=CC2)C)C)C=C1 (4-Ethyl-N-[(1S,2S,5R)-3-(2-methyl-5-m-tolyl-thiazole-4-carbonyl)-3-aza-bicyclo[3.1.0]hex-2-ylmethyl]-benzamide). Reported procedure: prepared by reaction of ((1S,2S,5R)-2-Aminomethyl-3-aza-bicyclo[3.1.0]hex-3-yl)-(2-methyl-5-m-tolyl-thiazol-4-yl)-methanone with 4-Ethyl-benzoic acid. Reactants: CC(C)(C)OCC(NC(=O)C(NC(=O)OCc1ccccc1)c1ccccc1)C(=O)OC(C)(C)C, CCO. The product is CC(C)(C)OCC(NC(=O)C(N)c1ccccc1)C(=O)OC(C)(C)C. Reaction SMILES: [CH2:1]([O:2][C:3](=[O:4])[NH:11][CH:12]([C:13](=[O:14])[NH:15][CH:16]([CH2:17][O:18][C:19]([CH3:20])([CH3:21])[CH3:22])[C:23](=[O:24])[O:25][C:26]([CH3:27])([CH3:28])[CH3:29])[c:30]1[cH:31][cH:32][cH:33][cH:34][cH:35]1)[c:5]1[cH:6][cH:7][cH:8][cH:9][cH:10]1.[CH3:36][CH2:37][OH:38]>>[NH2:11][CH:12]([C:13](=[O:14])[NH:15][CH:16]([CH2:17][O:18][C:19]([CH3:20])([CH3:21])[CH3:22])[C:23](=[O:24])[O:25][C:26]([CH3:27])([CH3:28])[CH3:29])[c:30]1[cH:31][cH:32][cH:33][cH:34][cH:35]1. The reactants are [BH4-].[Na+] (NaBH4), C(=O)C1=CC=C(S1)C=1SC(=CC1)C=1SC=CC1 (5-formyl-2,2':5',2"-terthiophene), O (water). The solvent is C1CCOC1 (THF). Product: OCC1=CC=C(S1)C=1SC(=CC1)C=1SC=CC1 (5-hydroxymethyl-2,2':5',2"-terthiophene). The yield is 97.0%. Reaction SMILES: [CH:1]([C:3]1[S:7][C:6]([C:8]2[S:9][C:10]([C:13]3[S:14][CH:15]=[CH:16][CH:17]=3)=[CH:11][CH:12]=2)=[CH:5][CH:4]=1)=[O:2].[BH4-].[Na+].O>C1COCC1>[OH:2][CH2:1][C:3]1[S:7][C:6]([C:8]2[S:9][C:10]([C:13]3[S:14][CH:15]=[CH:16][CH:17]=3)=[CH:11][CH:12]=2)=[CH:5][CH:4]=1 |f:1.2|. Reported procedure: 0.5 g of 5-formyl-2,2':5',2"-terthiophene was dissolved in 20 ml of THF and stirred at room temperature, followed by adding 0.034 g of NaBH4 and stirred for 2 hours. After the reduction was completed, 50 ml of water was added. The solution was then extracted with chloroform, dried over anhydrous Na2SO4, filtered and condensed. The yellowish powder was thus obtained and the melting point thereof was 151°-152° C. (yield was 97%). Reactants: CC(C)(C)O, CC(C)(C)[O-], CS(C)=O, [K+], CN(c1cccnc1)c1ncccc1CC(c1cccnc1)c1cccnc1. The product is CN(c1cccnc1)c1ncccc1CC(O)(c1cccnc1)c1cccnc1. Reaction SMILES: [C:39]([OH:40])([CH3:41])([CH3:42])[CH3:43].[CH3:29][C:30]([CH3:31])([O-:32])[CH3:33].[CH3:35][S:36]([CH3:37])=[O:38].[K+:34].[n:1]1[cH:2][c:3]([CH:7]([CH2:8][c:9]2[c:10]([N:15]([c:16]3[cH:17][n:18][cH:19][cH:20][cH:21]3)[CH3:22])[n:11][cH:12][cH:13][cH:14]2)[c:23]2[cH:24][n:25][cH:26][cH:27][cH:28]2)[cH:4][cH:5][cH:6]1>>[n:1]1[cH:2][c:3]([C:7]([CH2:8][c:9]2[c:10]([N:15]([c:16]3[cH:17][n:18][cH:19][cH:20][cH:21]3)[CH3:22])[n:11][cH:12][cH:13][cH:14]2)([c:23]2[cH:24][n:25][cH:26][cH:27][cH:28]2)[OH:32])[cH:4][cH:5][cH:6]1. Starting materials: ClC1=C(C(=O)OC)C=C(C=N1)Cl (methyl 2,5-dichloronicotinate), [Cl-].ClC=1C=C(C[Zn+])C=CC1 (3-chlorobenzylzinc chloride). Procedure: The title compound was prepared according to the procedure described in step 2 of Example 58 from methyl 2,5-dichloronicotinate and 3-chlorobenzylzinc chloride: 1H-NMR (CDCl3) δ 8.65 (1H, d, J=2.6 Hz), 8.17 (1H, d, J=2.6 Hz), 7.26–7.12 (4H, m), 4.52 (2H, s), 3.89 (3H, s). Yields the product ClC=1C=NC(=C(C(=O)OC)C1)CC1=CC(=CC=C1)Cl (Methyl 5-chloro-2-(3-chlorobenzyl)nicotinate). RXN SMILES: Cl[C:2]1[N:11]=[CH:10][C:9]([Cl:12])=[CH:8][C:3]=1[C:4]([O:6][CH3:7])=[O:5].[Cl-].[Cl:14][C:15]1[CH:16]=[C:17]([CH:20]=[CH:21][CH:22]=1)[CH2:18][Zn+]>>[Cl:12][C:9]1[CH:10]=[N:11][C:2]([CH2:18][C:17]2[CH:20]=[CH:21][CH:22]=[C:15]([Cl:14])[CH:16]=2)=[C:3]([CH:8]=1)[C:4]([O:6][CH3:7])=[O:5] |f:1.2|. The reactants are mixture, C(=O)O (formic acid), C(C)(=O)OC(C)=O (acetic anhydride), C(C1=CC=CC=C1)ONC1=CC=CC(=C1)CCN(CCC)CCC (benzyloxy-5-(2-dipropylaminoethyl)aniline). Solvent: C(Cl)(Cl)Cl (chloroform). Conditions: time 2 hour. Yields the product C(C1=CC=CC=C1)OC1=C(C=C(C=C1)CCN(CCC)CCC)NC=O (N-[2-benzyloxy-5-(2-dipropylaminoethyl)phenyl]formamide). As a reaction SMILES: [CH:1]([OH:3])=O.[C:4]([O:7][C:8](=O)[CH3:9])(=O)[CH3:5].C(O[NH:19][C:20]1[CH:25]=[C:24]([CH2:26][CH2:27][N:28]([CH2:32][CH2:33][CH3:34])[CH2:29][CH2:30][CH3:31])[CH:23]=CC=1)C1C=CC=CC=1>C(Cl)(Cl)Cl>[CH2:4]([O:7][C:8]1[CH:9]=[CH:23][C:24]([CH2:26][CH2:27][N:28]([CH2:29][CH2:30][CH3:31])[CH2:32][CH2:33][CH3:34])=[CH:25][C:20]=1[NH:19][CH:1]=[O:3])[C:5]1[CH:27]=[CH:26][CH:24]=[CH:25][CH:20]=1. Procedure details: Under ice cooling, 4 ml of a mixture of formic acid and acetic anhydride (ratio 3:5) is added dropwise to 3.2 g of 2-(benzyloxy-5-(2-dipropylaminoethyl)aniline in 10 ml of chloroform, then the mixture is stirred for 2 hours at room temperature. The solution is washed with aqueous NaHCO3 solution, concentrated, and the residue chromatographed on silica gel with methylene chloride/acetone (1:1), yielding 1.8 g of N-[2-benzyloxy-5-(2-dipropylaminoethyl)phenyl]formamide as an oil. Starting materials: Clc1cccc(Cl)c1CBr, CN(C)C=O, [K+], Nc1ccc(O)cc1[N+](=O)[O-], [OH-], O. Product: Nc1ccc(OCc2c(Cl)cccc2Cl)cc1[N+](=O)[O-]. As a reaction SMILES: [Br:14][CH2:15][c:16]1[c:17]([Cl:23])[cH:18][cH:19][cH:20][c:21]1[Cl:22].[CH3:25][N:26]([CH3:27])[CH:28]=[O:29].[K+:2].[NH2:3][c:4]1[c:5]([N+:11](=[O:12])[O-:13])[cH:6][c:7]([OH:10])[cH:8][cH:9]1.[OH-:1].[OH2:24]>>[NH2:3][c:4]1[c:5]([N+:11](=[O:12])[O-:13])[cH:6][c:7]([O:10][CH2:15][c:16]2[c:17]([Cl:23])[cH:18][cH:19][cH:20][c:21]2[Cl:22])[cH:8][cH:9]1.